From a dataset of the Open Reaction Database (ORD), a public repository of structured organic reaction records. describe an organic reaction: reactants, conditions, products, and yield Starting materials: [Li]CCCC, C1CCOC1, CC(C)OB1OC(C)(C)C(C)(C)O1, CCC1(COCCCCCCc2ccc(-c3cccs3)s2)COC1. The product is CCC1(COCCCCCCc2ccc(-c3ccc(B4OC(C)(C)C(C)(C)O4)s3)s2)COC1. Reaction SMILES: [CH2:25]([Li:26])[CH2:27][CH2:28][CH3:29].[CH2:43]1[O:44][CH2:45][CH2:46][CH2:47]1.[CH:30]([O:31][B:34]1[O:35][C:36]([CH3:41])([CH3:42])[C:37]([CH3:39])([CH3:40])[O:38]1)([CH3:32])[CH3:33].[s:1]1[c:2](-[c:20]2[s:21][cH:22][cH:23][cH:24]2)[cH:3][cH:4][c:5]1[CH2:6][CH2:7][CH2:8][CH2:9][CH2:10][CH2:11][O:12][CH2:13][C:14]1([CH2:18][CH3:19])[CH2:15][O:16][CH2:17]1>>[s:1]1[c:2](-[c:20]2[s:21][c:22]([B:34]3[O:35][C:36]([CH3:41])([CH3:42])[C:37]([CH3:39])([CH3:40])[O:38]3)[cH:23][cH:24]2)[cH:3][cH:4][c:5]1[CH2:6][CH2:7][CH2:8][CH2:9][CH2:10][CH2:11][O:12][CH2:13][C:14]1([CH2:18][CH3:19])[CH2:15][O:16][CH2:17]1. Reactants: CC(=O)Nc1c[nH]c2ncc(Br)c(F)c12, CCCCO, CC(C)(C)OC(=O)NC1CCCNC1. The product is CC(=O)Nc1c[nH]c2ncc(Br)c(N3CCCC(NC(=O)OC(C)(C)C)C3)c12. RXN SMILES: [Br:1][c:2]1[c:3]([F:15])[c:4]2[c:5]([n:6][cH:7]1)[nH:8][cH:9][c:10]2[NH:11][C:12]([CH3:13])=[O:14].[CH2:30]([OH:31])[CH2:32][CH2:33][CH3:34].[NH:16]1[CH2:17][CH:18]([NH:22][C:23]([O:24][C:25]([CH3:26])([CH3:27])[CH3:28])=[O:29])[CH2:19][CH2:20][CH2:21]1>>[Br:1][c:2]1[c:3]([N:16]2[CH2:17][CH:18]([NH:22][C:23]([O:24][C:25]([CH3:26])([CH3:27])[CH3:28])=[O:29])[CH2:19][CH2:20][CH2:21]2)[c:4]2[c:5]([n:6][cH:7]1)[nH:8][cH:9][c:10]2[NH:11][C:12]([CH3:13])=[O:14]. Reactants: ClC1=NC=CC=C1S(=O)(=O)N (2-chloropyridin-3-ylsulfonamide), ice water, Cl (hydrochloric acid), [H-].[Na+] (sodium hydride), C1(CC1)CO (cyclopropylmethanol). Solvent: CN(C=O)C (dimethylformamide), C(C)(=O)OCC (ethyl acetate), CN(C=O)C (dimethylformamide). Conditions: time 15 minute. The product is C1(CC1)COC1=NC=CC=C1S(=O)(=O)N (2-cyclopropylmethoxypyridin-3-ylsulfonamide). As a reaction SMILES: [H-].[Na+].[CH:3]1([CH2:6][OH:7])[CH2:5][CH2:4]1.Cl[C:9]1[C:14]([S:15]([NH2:18])(=[O:17])=[O:16])=[CH:13][CH:12]=[CH:11][N:10]=1.Cl>CN(C)C=O.C(OCC)(=O)C>[CH:3]1([CH2:6][O:7][C:9]2[C:14]([S:15]([NH2:18])(=[O:17])=[O:16])=[CH:13][CH:12]=[CH:11][N:10]=2)[CH2:5][CH2:4]1 |f:0.1|. Reported procedure: 11.99 g of a 55% dispersion of sodium hydride are suspended in 40 ml of dimethylformamide and 13.04 ml of cyclopropylmethanol are added dropwise at 10° C. under a nitrogen atmosphere. The mixture is stirred for 15 minutes and then a solution of 21.16 g of 2-chloropyridin-3-ylsulfonamide in 40 ml of dimethylformamide is added dropwise. The reaction mixture is stirred for 30 minutes at 35°-40° C. and then taken up in a mixture of 275 ml of ethyl acetate, 275 ml of ice-water and 137.5 ml of 2N hydr...